From a dataset of the Open Reaction Database (ORD), a public repository of structured organic reaction records. describe an organic reaction: reactants, conditions, products, and yield Reactants: NC1=CC(=C(C(=O)N2CC=3N(CC4=C2C=CC=C4)C=CC3)C=C1)Cl (10,11-dihydro-10-(4-amino-2-chlorobenzoyl)-5H-pyrrolo[2,1-c][1,4]benzodiazepine), C(C)(C)N(C(C)C)CC (N,N-diisopropylethylamine), CC1=NC=CC=C1C(=O)Cl (2-methylpyridine-3-carbonyl chloride). The solvent is C(Cl)Cl (methylene chloride), C(Cl)Cl (methylene chloride). Reaction conditions: time 2 hour. The product is C=1C=CN2C1CN(C1=C(C2)C=CC=C1)C(=O)C1=C(C=C(C=C1)NC(=O)C=1C(=NC=CC1)C)Cl (N-[4-(5H-Pyrrolo[2,1-c][1,4]benzodiazepin-10(11H)-yl-carbonyl)-3-chlorophenyl]-2-methyl-pyridine-3-carboxamide). Reaction SMILES: [NH2:1][C:2]1[CH:23]=[CH:22][C:5]([C:6]([N:8]2[C:14]3[CH:15]=[CH:16][CH:17]=[CH:18][C:13]=3[CH2:12][N:11]3[CH:19]=[CH:20][CH:21]=[C:10]3[CH2:9]2)=[O:7])=[C:4]([Cl:24])[CH:3]=1.C(N(CC)C(C)C)(C)C.[CH3:34][C:35]1[C:40]([C:41](Cl)=[O:42])=[CH:39][CH:38]=[CH:37][N:36]=1>C(Cl)Cl>[CH:21]1[CH:20]=[CH:19][N:11]2[CH2:12][C:13]3[CH:18]=[CH:17][CH:16]=[CH:15][C:14]=3[N:8]([C:6]([C:5]3[CH:22]=[CH:23][C:2]([NH:1][C:41]([C:40]4[C:35]([CH3:34])=[N:36][CH:37]=[CH:38][CH:39]=4)=[O:42])=[CH:3][C:4]=3[Cl:24])=[O:7])[CH2:9][C:10]=12. Reported procedure: A mixture of 1.1 g of 10,11-dihydro-10-(4-amino-2-chlorobenzoyl)-5H-pyrrolo[2,1-c][1,4]benzodiazepine and 3 ml of N,N-diisopropylethylamine in 100 ml of methylene chloride is stirred while a solution of 600 mg of 2-methylpyridine-3-carbonyl chloride in 15 ml of methylene chloride is added slowly. The reaction mixture is stirred at room temperature for 2 hours. The reaction mixture is quenched with water and the organic layer washed with water, dried(MgSO4), filtered and evaporated in vacuo to a ...